The task is: describe an organic reaction: reactants, conditions, products, and yield. This data is from the Open Reaction Database (ORD), a public repository of structured organic reaction records. Reactants: CS(=O)(=O)OCC1CC1, CO, C[O-], [Na+], Sc1nc[nH]n1. Yields the product c1nc(SCC2CC2)n[nH]1. RXN SMILES: [CH3:10][S:11]([O:12][CH2:15][CH:16]1[CH2:17][CH2:18]1)(=[O:13])=[O:14].[CH3:19][OH:20].[CH3:7][O-:8].[Na+:9].[nH:1]1[n:2][c:3]([SH:6])[n:4][cH:5]1>>[nH:1]1[n:2][c:3]([S:6][CH2:15][CH:16]2[CH2:17][CH2:18]2)[n:4][cH:5]1. Reaction SMILES: [CH3:1][N:2]1[C:14]2[CH2:13][CH2:12][CH2:11][C:10](=[O:15])[C:9]=2[C:8]2[C:3]1=[CH:4][CH:5]=[CH:6][CH:7]=2.[CH3:16][C:17]1[NH:18][CH:19]=[CH:20][N:21]=1.N1(CN2CCCCC2)CCCC[CH2:23]1.[Cl-].[Al+3].[Cl-].[Cl-].[OH-].[Na+]>C(#N)C.ClCCl>[CH3:1][N:2]1[C:14]2[CH2:13][CH2:12][CH:11]([CH2:23][N:18]3[CH:19]=[CH:20][N:21]=[C:17]3[CH3:16])[C:10](=[O:15])[C:9]=2[C:8]2[C:3]1=[CH:4][CH:5]=[CH:6][CH:7]=2 |f:3.4.5.6,7.8|. Reactants: CN1C2=CC=CC=C2C=2C(CCCC12)=O (1,2,3,9-tetrahydro-9-methyl-4H-carbazol-4-one), [Cl-].[Al+3].[Cl-].[Cl-] (aluminum chloride), [OH-].[Na+] (sodium hydroxide), CC=1NC=CN1 (2-methyl imidazole), N1(CCCCC1)CN1CCCCC1 (dipiperidinomethane). Reported procedure: 2.0 g of 1,2,3,9-tetrahydro-9-methyl-4H-carbazol-4-one, 1.65 g of 2-methyl imidazole and 274 g of dipiperidinomethane were suspended in 30 ml of acetonitrile, and then 2 g of aluminum chloride was slowly added thereto. The reaction mixture was stirred under reflux for 10 hours. 150 ml dichloromethane and 50 ml of 1N aq. sodium hydroxide were added to the reaction mixture. The resulting organic layer was separated and dried over MgSO4, and then evaporated. The resulting solid was suspended in ace... The solvent is ClCCl (dichloromethane), C(C)#N (acetonitrile). The yield is 69.6%. Yields the product CN1C2=CC=CC=C2C=2C(C(CCC12)CN1C(=NC=C1)C)=O (1,2,3,9-tetrahydro-9-methyl-3-[(2-methyl-1H-imidazole-1-yl)methyl]-4H-carbazol-4-one). Starting materials: CC(=O)C.OS(=O)(=O)O.O=[Cr](=O)=O (Jones reagent), OCCCCCCCC=1C(CCC1)=O (2-(7-hydroxyheptyl)cyclopent-2-enone), S(O)(O)(=O)=O (sulphuric acid). Reagents/catalysts: [O-2].[O-2].[O-2].[Cr+6] (chromium trioxide), [Cr] (chromium), CC(=O)C.OS(=O)(=O)O.O=[Cr](=O)=O (Jones reagent). The solvent is O (water), O (water), CC(=O)C (acetone), O (water). Conditions: time 90 minute. Yields the product O=C1CCC=C1CCCCCCC(=O)O (7-(5-oxocyclopent-1-enyl)heptanoic acid). Reaction SMILES: CC(C)=[O:3].OS(O)(=O)=O.O=[Cr](=O)=O.S(=O)(=O)(O)O.[OH:19][CH2:20][CH2:21][CH2:22][CH2:23][CH2:24][CH2:25][CH2:26][C:27]1[C:28](=[O:32])[CH2:29][CH2:30][CH:31]=1>O.CC(C)=O.CC(C)=O.OS(O)(=O)=O.O=[Cr](=O)=O.[O-2].[O-2].[O-2].[Cr+6].[Cr]>[O:32]=[C:28]1[C:27]([CH2:26][CH2:25][CH2:24][CH2:23][CH2:22][CH2:21][C:20]([OH:3])=[O:19])=[CH:31][CH2:30][CH2:29]1 |f:0.1.2,7.8.9,10.11.12.13|. Procedure: 8N Jones reagent [90 ml; prepared by dissolving chromium trioxide (24.0 g) in a small volume of water, treating carefully with concentrated sulphuric acid (20.7 ml) and diluting with water to 90 ml with cooling] was added to a stirred solution of 2-(7-hydroxyheptyl)cyclopent-2-enone (39.2 g) in acetone (400 ml) at 10°-22° C. at a rate such that the deep red colouration caused by the addition of one drop of the Jones reagent had changed to green before addition of the next drop. The resulting mix... Starting materials: O=C([O-])[O-], CC(=O)OCCCCN1CCN(c2cccc3sccc23)CC1, CO, [K+], [K+], O. The product is OCCCCN1CCN(c2cccc3sccc23)CC1. RXN SMILES: [C:1](=[O:2])([O-:3])[O-:4].[C:7](=[O:8])([CH3:9])[O:10][CH2:11][CH2:12][CH2:13][CH2:14][N:15]1[CH2:16][CH2:17][N:18]([c:21]2[cH:22][cH:23][cH:24][c:25]3[s:26][cH:27][cH:28][c:29]23)[CH2:19][CH2:20]1.[CH3:31][OH:32].[K+:5].[K+:6].[OH2:30]>>[OH:10][CH2:11][CH2:12][CH2:13][CH2:14][N:15]1[CH2:16][CH2:17][N:18]([c:21]2[cH:22][cH:23][cH:24][c:25]3[s:26][cH:27][cH:28][c:29]23)[CH2:19][CH2:20]1. Starting materials: C(C)(=O)C1=CC(=C(N)C(=C1F)I)Cl (4-acetyl-2-chloro-5-fluoro-6-iodoaniline), C(#N)[Cu] (CuCN), O (H2O). Run in CN(C)C=O (DMF). Conditions: time 0.5 hour. Yields the product C(C)(=O)C1=CC(=C(N)C(=C1F)C#N)Cl (4-Acetyl-2-chloro-6-cyano-5-fluoroaniline). Yield: 94.4%. As a reaction SMILES: [C:1]([C:4]1[C:10]([F:11])=[C:9](I)[C:7]([NH2:8])=[C:6]([Cl:13])[CH:5]=1)(=[O:3])[CH3:2].[C:14]([Cu])#[N:15].O>CN(C=O)C>[C:1]([C:4]1[C:10]([F:11])=[C:9]([C:14]#[N:15])[C:7]([NH2:8])=[C:6]([Cl:13])[CH:5]=1)(=[O:3])[CH3:2]. Reported procedure: In 2.5 mL of DMF, 0.5 g of 4-acetyl-2-chloro-5-fluoro-6-iodoaniline and 0.15 g of CuCN are heated at 130° C. for 4 hours. The mixture is cooled and 20 mL of H2O is added and stirring is continued for 0.5 hour. The precipitate is collected, washed with water, boiled in 50 mL of MeOH for 10 minutes and filtered. The MeOH filtrate is concentrated to give 0.32 g of the title compound, m.p. 180°-182° C.